This data is from the Open Reaction Database (ORD), a public repository of structured organic reaction records. The task is: describe an organic reaction: reactants, conditions, products, and yield The reactants are C(C)[C@]1([C@]2(C)[C@@H](CC1)[C@@H]1CCC=3CC(=CCC3[C@H]1CC2)OC)O (17α-ethyl-3-methoxyestra-2,5(10)-dien-17-ol), Cl (hydrochloric acid). Run in O (water), CO (methanol). Product: C(C)[C@]1([C@]2(C)[C@@H](CC1)[C@@H]1CCC3=CC(CC[C@@H]3[C@H]1CC2)=O)O (17α-Ethyl-17-hydroxyestr-4-en-3-one). Isolated yield 47.1%. Reaction SMILES: [CH2:1]([C@:3]1([OH:23])[CH2:8][CH2:7][C@H:6]2[C@H:9]3[C@H:18]([CH2:19][CH2:20][C@:4]12[CH3:5])[C:17]1[CH2:16][CH:15]=[C:14]([O:21]C)[CH2:13][C:12]=1[CH2:11][CH2:10]3)[CH3:2].Cl>O.CO>[CH2:1]([C@:3]1([OH:23])[CH2:8][CH2:7][C@H:6]2[C@H:9]3[C@H:18]([CH2:19][CH2:20][C@:4]12[CH3:5])[C@@H:17]1[C:12](=[CH:13][C:14](=[O:21])[CH2:15][CH2:16]1)[CH2:11][CH2:10]3)[CH3:2]. Procedure: Stir dl-17α-ethyl-3-methoxyestra-2,5(10)-dien-17-ol (1.4 g) with concentrated hydrochloric acid (2.4 ml) in water (1.6 ml) and methanol (36 ml) for two hours. Add water, extract with ether and wash, dry and evaporate the ethereal solution. Recrystallize the product from ethyl acetate-ether to obtain the title compound (0.63 g), m.p. 173°-174.5°; ultraviolet absorption maximum at 240 mμ (ε17,500).